From a dataset of the Open Reaction Database (ORD), a public repository of structured organic reaction records. describe an organic reaction: reactants, conditions, products, and yield Starting materials: C(#N)CC1C2=CC=CC=C2OC=2C=CC=CC12 (9-cyanomethyl-xanthene), S(O)(O)(=O)=O (sulphuric acid). Reagents/catalysts: [Pt]=O (platinum oxide). Run in C(C)(=O)O (acetic acid). Yields the product NCCC1C2=CC=CC=C2OC=2C=CC=CC12 (9-(2-aminoethyl)-xanthene). RXN SMILES: [C:1]([CH2:3][CH:4]1[C:17]2[CH:16]=[CH:15][CH:14]=[CH:13][C:12]=2[O:11][C:10]2[C:5]1=[CH:6][CH:7]=[CH:8][CH:9]=2)#[N:2].S(=O)(=O)(O)O>[Pt]=O.C(O)(=O)C>[NH2:2][CH2:1][CH2:3][CH:4]1[C:5]2[CH:6]=[CH:7][CH:8]=[CH:9][C:10]=2[O:11][C:12]2[C:17]1=[CH:16][CH:15]=[CH:14][CH:13]=2. Procedure details: After the addition of 2 g. platinum oxide; 45 g. (0.21 mol) 9-cyanomethyl-xanthene in a mixture of 500 ml. glacial acetic acid and 5 ml. concentrated sulphuric acid are catalytically hydrogenated for 4 hours without the use of pressure. Subsequently, the acetic acid is substantially removed by evaporation in a vacuum (about 3/4 of the volume). The residue is taken up in water and the neutral products are removed by extraction with ether. The basic products are then liberated by the addition of 2... Reactants: COc1cc(-c2ccc3nc(N)nn3c2)ccc1OCc1ccccc1, ClCCl, O=C(Cl)c1ccc(CN2CCCCC2)cc1, c1ccncc1. Yields the product COc1cc(-c2ccc3nc(NC(=O)c4ccc(CN5CCCCC5)cc4)nn3c2)ccc1OCc1ccccc1. RXN SMILES: [CH3:1][O:2][c:3]1[cH:4][c:5](-[c:17]2[cH:18][cH:19][c:20]3[n:21]([cH:22]2)[n:23][c:24]([NH2:26])[n:25]3)[cH:6][cH:7][c:8]1[O:9][CH2:10][c:11]1[cH:12][cH:13][cH:14][cH:15][cH:16]1.[Cl:49][CH2:50][Cl:51].[N:33]1([CH2:39][c:40]2[cH:41][cH:42][c:43]([C:44](=[O:45])[Cl:46])[cH:47][cH:48]2)[CH2:34][CH2:35][CH2:36][CH2:37][CH2:38]1.[cH:27]1[cH:28][cH:29][n:30][cH:31][cH:32]1>>[CH3:1][O:2][c:3]1[cH:4][c:5](-[c:17]2[cH:18][cH:19][c:20]3[n:21]([cH:22]2)[n:23][c:24]([NH:26][C:44]([c:43]2[cH:42][cH:41][c:40]([CH2:39][N:33]4[CH2:34][CH2:35][CH2:36][CH2:37][CH2:38]4)[cH:48][cH:47]2)=[O:45])[n:25]3)[cH:6][cH:7][c:8]1[O:9][CH2:10][c:11]1[cH:12][cH:13][cH:14][cH:15][cH:16]1. Starting materials: COc1ccc(-n2nc(CBr)cc2-c2ccc(Cl)c(Cl)c2)cc1, Cc1cccc(CC#N)c1, C[Si](C)(C)[N-][Si](C)(C)C, [Na+], C1CCOC1. Product: COc1ccc(-n2nc(CC(C#N)c3cccc(C)c3)cc2-c2ccc(Cl)c(Cl)c2)cc1. RXN SMILES: [Br:21][CH2:22][c:23]1[n:24][n:25](-[c:36]2[cH:37][cH:38][c:39]([O:42][CH3:43])[cH:40][cH:41]2)[c:26](-[c:28]2[cH:29][c:30]([Cl:35])[c:31]([Cl:34])[cH:32][cH:33]2)[cH:27]1.[CH3:11][c:12]1[cH:13][c:14]([CH2:15][C:16]#[N:17])[cH:18][cH:19][cH:20]1.[CH3:1][Si:2]([N-:3][Si:4]([CH3:5])([CH3:6])[CH3:7])([CH3:8])[CH3:9].[Na+:10].[O:44]1[CH2:45][CH2:46][CH2:47][CH2:48]1>>[CH3:11][c:12]1[cH:13][c:14]([CH:15]([C:16]#[N:17])[CH2:22][c:23]2[n:24][n:25](-[c:36]3[cH:37][cH:38][c:39]([O:42][CH3:43])[cH:40][cH:41]3)[c:26](-[c:28]3[cH:29][c:30]([Cl:35])[c:31]([Cl:34])[cH:32][cH:33]3)[cH:27]2)[cH:18][cH:19][cH:20]1.